Dataset: the Open Reaction Database (ORD), a public repository of structured organic reaction records. Task: describe an organic reaction: reactants, conditions, products, and yield Starting materials: C(CC1=CC=CC=C1)N1CCNCC1 (1-phenethyl piperazine), [OH-].[K+] (potassium hydroxide), BrCCCCl (1-bromo-3-chloropropane). The solvent is CS(=O)C (dimethyl sulfoxide). Yields the product Cl.Cl.C(CC1=CC=CC=C1)N1CCN(CC1)CCCCl (1-phenethyl-4-(3-chloropropyl)piperazine dihydrochloride). The yield is 188.8%. RXN SMILES: [CH2:1]([N:9]1[CH2:14][CH2:13][NH:12][CH2:11][CH2:10]1)[CH2:2][C:3]1[CH:8]=[CH:7][CH:6]=[CH:5][CH:4]=1.[OH-].[K+].Br[CH2:18][CH2:19][CH2:20][Cl:21]>CS(C)=O>[ClH:21].[ClH:21].[CH2:1]([N:9]1[CH2:10][CH2:11][N:12]([CH2:18][CH2:19][CH2:20][Cl:21])[CH2:13][CH2:14]1)[CH2:2][C:3]1[CH:4]=[CH:5][CH:6]=[CH:7][CH:8]=1 |f:1.2,5.6.7|. Procedure details: The procedure described in Example 1(a) was followed, using 29.4 g of 1-phenethyl piperazine, 25.0 g of potassium hydroxide, 100 ml of dimethyl sulfoxide and 24.0 g of 1-bromo-3-chloropropane. Work-up, as described above, gave 32.6 g (64% of theory) of 1-phenethyl-4-(3-chloropropyl)piperazine dihydrochloride as an off-white crystalline solid. Starting materials: C=O, O=CO, Cl, COc1cc2c(cc1OC)C(C(CO)CO)NCC2. The product is Cl, COc1cc2c(cc1OC)C(C(CO)CO)N(C)CC2. Reaction SMILES: [CH2:20]=[O:21].[CH:23]([OH:24])=[O:25].[ClH:22].[OH:1][CH2:2][CH:3]([CH:4]1[NH:5][CH2:6][CH2:7][c:8]2[cH:9][c:10]([O:16][CH3:17])[c:11]([O:14][CH3:15])[cH:12][c:13]21)[CH2:18][OH:19]>>[ClH:22].[OH:1][CH2:2][CH:3]([CH:4]1[N:5]([CH3:20])[CH2:6][CH2:7][c:8]2[cH:9][c:10]([O:16][CH3:17])[c:11]([O:14][CH3:15])[cH:12][c:13]21)[CH2:18][OH:19]. The reactants are O=C([O-])O, CC(=O)O, CC(C)(C)OC(=O)CC(=O)CCl, O=N[O-], [Na+], [Na+], O. Product: CC(C)(C)OC(=O)C(=NO)C(=O)CCl. Reaction SMILES: [C:22](=[O:23])([OH:24])[O-:25].[CH3:18][C:19](=[O:20])[OH:21].[Cl:5][CH2:6][C:7]([CH2:8][C:9](=[O:10])[O:11][C:12]([CH3:13])([CH3:14])[CH3:15])=[O:16].[N:1](=[O:2])[O-:3].[Na+:26].[Na+:4].[OH2:17]>>[N:1]([OH:3])=[C:8]([C:7]([CH2:6][Cl:5])=[O:16])[C:9](=[O:10])[O:11][C:12]([CH3:13])([CH3:14])[CH3:15]. Product: ClC=1C=C2N=C(C(=NC2=CC1Cl)C(C)C)SC=1SC(=NN1)SC (6,7-Dichloro-2-isopropyl-3-(5-methylsulfanyl-1,3,4-thiadiazol-2-ylsulfanyl)-quinoxaline). Procedure details: To a solution of 2,6,7-trichloro-3-isopropylquinoxaline (69 mg, 0.25 mmol) in DMF (4 ml) was added potassium fluoride 40% wt on alumina (109 mg, 0.75 mmol) followed by addition of 2-mercapto-5-methylsulfanyl-1,3,4-thiadiazole (44 mg, 0.26 mmol). The reaction was stirred overnight at room temperature. The product was purified by flash column chromatography using ethyl acetate:hexanes 1:20 to afford the title compound. Conditions: time 8 hour. RXN SMILES: Cl[C:2]1[C:11]([CH:12]([CH3:14])[CH3:13])=[N:10][C:9]2[C:4](=[CH:5][C:6]([Cl:16])=[C:7]([Cl:15])[CH:8]=2)[N:3]=1.[F-].[K+].[SH:19][C:20]1[S:21][C:22]([S:25][CH3:26])=[N:23][N:24]=1>CN(C=O)C>[Cl:16][C:6]1[CH:5]=[C:4]2[C:9](=[CH:8][C:7]=1[Cl:15])[N:10]=[C:11]([CH:12]([CH3:14])[CH3:13])[C:2]([S:19][C:20]1[S:21][C:22]([S:25][CH3:26])=[N:23][N:24]=1)=[N:3]2 |f:1.2|. Reactants: ClC1=NC2=CC(=C(C=C2N=C1C(C)C)Cl)Cl (2,6,7-trichloro-3-isopropylquinoxaline), [F-].[K+] (potassium fluoride), SC=1SC(=NN1)SC (2-mercapto-5-methylsulfanyl-1,3,4-thiadiazole). Run in CN(C)C=O (DMF). Starting materials: CO, CCOC(=O)c1ccc(-c2ccc(Cl)cc2)s1, Cl, [Na+], [OH-]. Product: O=C(O)c1ccc(-c2ccc(Cl)cc2)s1. Reaction SMILES: [CH3:21][OH:22].[Cl:1][c:2]1[cH:3][cH:4][c:5](-[c:8]2[cH:9][cH:10][c:11]([C:13](=[O:14])[O:15][CH2:16][CH3:17])[s:12]2)[cH:6][cH:7]1.[ClH:20].[Na+:19].[OH-:18]>>[Cl:1][c:2]1[cH:3][cH:4][c:5](-[c:8]2[cH:9][cH:10][c:11]([C:13](=[O:14])[OH:15])[s:12]2)[cH:6][cH:7]1. Reactants: CC12C(CN(CC1)CC2)C(=O)Cl (4-Methylquinuclidine-3-carbonyl chloride), N[C@@H]1CN(CC1)CCC1=CC=C(C=C1)F ((S)-3-amino-1-(2-(4-fluorophenyl)ethyl)pyrrolidine). The product is FC1=CC=C(C=C1)CCN1CC(CC1)NC(=O)[C@@H]1CN2CCC1(CC2)C ((S)-N-(1-(2-(4-fluorophenyl)ethyl)pyrrolidin-3-yl)-4-methylquinuclidine-3-carboxamide). RXN SMILES: [CH3:1][C:2]12[CH2:9][CH2:8][N:5]([CH2:6][CH2:7]1)[CH2:4][CH:3]2[C:10](Cl)=[O:11].[NH2:13][C@H:14]1[CH2:18][CH2:17][N:16]([CH2:19][CH2:20][C:21]2[CH:26]=[CH:25][C:24]([F:27])=[CH:23][CH:22]=2)[CH2:15]1>>[F:27][C:24]1[CH:25]=[CH:26][C:21]([CH2:20][CH2:19][N:16]2[CH2:17][CH2:18][CH:14]([NH:13][C:10]([C@H:3]3[C:2]4([CH3:1])[CH2:9][CH2:8][N:5]([CH2:6][CH2:7]4)[CH2:4]3)=[O:11])[CH2:15]2)=[CH:22][CH:23]=1. Procedure: 4-Methylquinuclidine-3-carbonyl chloride and (S)-3-amino-1-(2-(4-fluorophenyl)ethyl)pyrrolidine were reacted under the same conditions as in Example 53 to give (S)-N-(1-(2-(4-fluorophenyl)ethyl)pyrrolidin-3-yl)-4-methylquinuclidine-3-carboxamide. Starting materials: Oc1ccc(Br)cc1, O=C([O-])[O-], CCC(C)=O, CN(C)CCCl, Cl, [Cs+], [Cs+], [I-], [Na+]. The product is CN(C)CCOc1ccc(Br)cc1. Reaction SMILES: [Br:1][c:2]1[cH:3][cH:4][c:5]([OH:8])[cH:6][cH:7]1.[C:18](=[O:19])([O-:20])[O-:21].[CH2:24]([C:25]([CH3:26])=[O:27])[CH3:28].[CH3:9][N:10]([CH3:11])[CH2:12][CH2:13][Cl:14].[ClH:15].[Cs+:22].[Cs+:23].[I-:17].[Na+:16]>>[Br:1][c:2]1[cH:3][cH:4][c:5]([O:8][CH2:13][CH2:12][N:10]([CH3:9])[CH3:11])[cH:6][cH:7]1. Starting materials: OC(C(=O)N(C)C)C=1C=NC=C(C1)C=1C=C2C(=NC1)N(C=C2I)COCC[Si](C)(C)C (2-hydroxy-2-{5-[3-iodo-1(2-trimethylsilanyl-ethoxymethyl)-1H-pyrrolo[2,3-b]pyridin-5-yl]-pyridin-3-yl}-N,N-dimethyl-acetamide), CN1N=C(C=C1[Sn](CCCC)(CCCC)CCCC)C(F)(F)F (1-methyl-5(tributylstannyl)3-(trifluoromethyl)-1H-pyrazole), [F-].[Cs+] (CsF), C(C)(C)(C)P(C(C)(C)C)C(C)(C)C (tri-t-butylphosphine), hexanes. Reagents/catalysts: [Cu]I (CuI), C1=CC=C(C=C1)P([C-]2C=CC=C2)C3=CC=CC=C3.C1=CC=C(C=C1)P([C-]2C=CC=C2)C3=CC=CC=C3.Cl[Pd]Cl.[Fe+2] (dichloro[1,1′-bis(diphenylphosphino)ferrocene]palladium). The solvent is CN(C)C=O (DMF). Conditions: time 2 hour. The product is OC(C(=O)N(C)C)C=1C=NC=C(C1)C=1C=C2C(=NC1)NC=C2C=2N(N=C(C2)C(F)(F)F)C (2-hydroxy-N,N-dimethyl-2-{5-[3-(2-methyl-5-trifluoromethyl-2H-pyrazol-3-yl)-1H-pyrrolo[2,3-b]pyridine-5-yl]-pyridin-3-yl}-acetamide). Isolated yield 7.4%. As a reaction SMILES: [OH:1][CH:2]([C:8]1[CH:9]=[N:10][CH:11]=[C:12]([C:14]2[CH:15]=[C:16]3[C:22](I)=[CH:21][N:20](COCC[Si](C)(C)C)[C:17]3=[N:18][CH:19]=2)[CH:13]=1)[C:3]([N:5]([CH3:7])[CH3:6])=[O:4].[CH3:32][N:33]1[C:37]([Sn](CCCC)(CCCC)CCCC)=[CH:36][C:35]([C:51]([F:54])([F:53])[F:52])=[N:34]1.[F-].[Cs+].C(P(C(C)(C)C)C(C)(C)C)(C)(C)C>[Cu]I.C1C=CC(P(C2C=CC=CC=2)[C-]2C=CC=C2)=CC=1.C1C=CC(P(C2C=CC=CC=2)[C-]2C=CC=C2)=CC=1.Cl[Pd]Cl.[Fe+2].CN(C=O)C>[OH:1][CH:2]([C:8]1[CH:9]=[N:10][CH:11]=[C:12]([C:14]2[CH:15]=[C:16]3[C:22]([C:37]4[N:33]([CH3:32])[N:34]=[C:35]([C:51]([F:54])([F:53])[F:52])[CH:36]=4)=[CH:21][NH:20][C:17]3=[N:18][CH:19]=2)[CH:13]=1)[C:3]([N:5]([CH3:7])[CH3:6])=[O:4] |f:2.3,6.7.8.9|. Procedure: A mixture of 2-hydroxy-2-{5-[3-iodo-1(2-trimethylsilanyl-ethoxymethyl)-1H-pyrrolo[2,3-b]pyridin-5-yl]-pyridin-3-yl}-N,N-dimethyl-acetamide (194 mg, 0.4 mmol), 1-methyl-5(tributylstannyl)3-(trifluoromethyl)-1H-pyrazole (186 mg, 0.4 mmol), CuI (7 mg, 0.04 mmol), CsF (107 mg, 0.7 mmol), dichlorobis(benzonitrile)palladium (II) (7 mg, 0.02 mmol), tri-t-butylphosphine 10% w/v in hexanes (10 μl, 0.04 mmol) and DMF were stirred at 100° C. under nitrogen overnight. The mixture was allowed to cool to room...